This data is from the Open Reaction Database (ORD), a public repository of structured organic reaction records. The task is: describe an organic reaction: reactants, conditions, products, and yield Starting materials: O=C([O-])O, CC(C)(C)N(C(=O)[O-])c1cc(C(c2cc(F)ccc2F)S(=O)(=O)c2ccc(Cl)cc2)c(F)cn1, CCO, CCOC(C)=O, Cl, [Na+]. Product: Nc1cc(C(c2cc(F)ccc2F)S(=O)(=O)c2ccc(Cl)cc2)c(F)cn1. As a reaction SMILES: [C:39](=[O:40])([OH:41])[O-:42].[C:4]([N:8]([C:5](=[O:6])[O-:7])[c:12]1[n:13][cH:14][c:15]([F:37])[c:16]([CH:18]([c:19]2[c:20]([F:26])[cH:21][cH:22][c:23]([F:25])[cH:24]2)[S:27](=[O:28])(=[O:29])[c:30]2[cH:31][cH:32][c:33]([Cl:36])[cH:34][cH:35]2)[cH:17]1)([CH3:9])([CH3:10])[CH3:11].[CH3:1][CH2:2][OH:3].[CH3:44][CH2:45][O:46][C:47](=[O:48])[CH3:49].[ClH:38].[Na+:43]>>[NH2:8][c:12]1[n:13][cH:14][c:15]([F:37])[c:16]([CH:18]([c:19]2[c:20]([F:26])[cH:21][cH:22][c:23]([F:25])[cH:24]2)[S:27](=[O:28])(=[O:29])[c:30]2[cH:31][cH:32][c:33]([Cl:36])[cH:34][cH:35]2)[cH:17]1. Reactants: Cl.ClC1=C(C(=CC=C1)Cl)NC(=N)NC (1-(2,6-dichlorophenyl)-3-methylguanidine hydrochloride). The solvent is [OH-].[Na+] (sodium hydroxide). The product is ClC1=C(C(=CC=C1)Cl)NC(=N)NC (1-(2,6-dichlorophenyl)-3-methylguanidine). RXN SMILES: Cl.[Cl:2][C:3]1[CH:8]=[CH:7][CH:6]=[C:5]([Cl:9])[C:4]=1[NH:10][C:11]([NH:13][CH3:14])=[NH:12]>[OH-].[Na+]>[Cl:2][C:3]1[CH:8]=[CH:7][CH:6]=[C:5]([Cl:9])[C:4]=1[NH:10][C:11]([NH:13][CH3:14])=[NH:12] |f:0.1,2.3|. Procedure: The free base is prepared by dissolving 1-(2,6-dichlorophenyl)-3-methylguanidine hydrochloride in 10% sodium hydroxide solution and extracting with ether. The ether is dried and evaporated to dryness to obtain 1-(2,6-dichlorophenyl)-3-methylguanidine.